The task is: describe an organic reaction: reactants, conditions, products, and yield. This data is from the Open Reaction Database (ORD), a public repository of structured organic reaction records. Starting materials: CCOC(=O)/N=N/C(=O)OCC (diethylazodicarboxylate), OC1=CC=C(C(=O)OC2CCC(CC2)(CCCCCCC)C#N)C=C1 (4-cyano-4-heptylcyclohexyl p-hydroxybenzoate), C(#N)C1(CCC(CC1)O)CCCCCCC (4-cyano-4-heptylcyclohexanol), C(C1=CC=CC=C1)OC1=CC=C(C(=O)O)C=C1 (p-benzyloxybenzoic acid), C(C(O)C)(=O)OCCCCCC (hexyl lactate), C1(=CC=CC=C1)P(C1=CC=CC=C1)C1=CC=CC=C1 (triphenylphosphine). The solvent is O1CCCC1 (tetrahydrofuran), O1CCCC1 (tetrahydrofuran). Conditions: time 1 hour. Yields the product C(#N)C1(CCC(CC1)OC(=O)C1=CC=C(OC(C(=O)OCCCCCC)C)C=C1)CCCCCCC (hexyl p-(4-cyano-4-heptylcyclohexyloxycarbonyl)phenoxypropionate). Reaction SMILES: CCOC(/N=N/C(OCC)=O)=O.[OH:13][C:14]1[CH:37]=[CH:36][C:17]([C:18]([O:20][CH:21]2[CH2:26][CH2:25][C:24]([C:34]#[N:35])([CH2:27][CH2:28][CH2:29][CH2:30][CH2:31][CH2:32][CH3:33])[CH2:23][CH2:22]2)=[O:19])=[CH:16][CH:15]=1.C(C1(CCCCCCC)CCC(O)CC1)#N.C(OC1C=CC(C(O)=O)=CC=1)C1C=CC=CC=1.[C:71]([O:76][CH2:77][CH2:78][CH2:79][CH2:80][CH2:81][CH3:82])(=[O:75])[CH:72]([CH3:74])O.C1(P(C2C=CC=CC=2)C2C=CC=CC=2)C=CC=CC=1>O1CCCC1>[C:34]([C:24]1([CH2:27][CH2:28][CH2:29][CH2:30][CH2:31][CH2:32][CH3:33])[CH2:23][CH2:22][CH:21]([O:20][C:18]([C:17]2[CH:36]=[CH:37][C:14]([O:13][CH:72]([CH3:74])[C:71]([O:76][CH2:77][CH2:78][CH2:79][CH2:80][CH2:81][CH3:82])=[O:75])=[CH:15][CH:16]=2)=[O:19])[CH2:26][CH2:25]1)#[N:35]. Procedure: A solution of 11.5 g of diethylazodicarboxylate in tetrahydrofuran is added to a mixture of 20.6 g of 4-cyano-4-heptylcyclohexyl p-hydroxybenzoate (obtainable by esterification of 4-cyano-4-heptylcyclohexanol with p-benzyloxybenzoic acid and cleavage of the benzyl group by catalytic hydrogenation), 11.5 g of optically active hexyl lactate and 15.7 g of triphenylphosphine in 150 ml of tetrahydrofuran, stirring is carried out for one hour at 50° and the solvent is removed after 12 hours. The resid... Starting materials: FC1=CC=C(C=C1)C1CCN(CC1)C(CCNC(=O)C1(CCC2=CC(=CC=C12)Cl)NC(=O)OC(C)(C)C)C ((+/−)N-{3-[4-(4-fluorophenyl)piperidin-1-yl]butyl}-1-tert-butoxycarbonylamino-5-chloro-indane-1-carboxamide), [H-].[Na+] (sodium hydride), oil. Solvent: O1CCCC1 (tetrahydrofuran), C(C)(=O)OCC (ethyl acetate). Conditions: temperature 50 celsius. The product is Cl.FC1=CC=C(C=C1)C1CCN(CC1)C(CCN1C(NC2(CCC3=CC(=CC=C23)Cl)C1=O)=O)C ((+/−)-1-{3-[4-(4-fluorophenyl)piperidin-1-yl]butyl}-5′-chloro-spiro[imidazolidine-4,1′indan]-2,5-dione hydrochloride). RXN SMILES: [F:1][C:2]1[CH:7]=[CH:6][C:5]([CH:8]2[CH2:13][CH2:12][N:11]([CH:14]([CH3:38])[CH2:15][CH2:16][NH:17][C:18]([C:20]3([NH:30][C:31]([O:33]C(C)(C)C)=O)[C:28]4[C:23](=[CH:24][C:25]([Cl:29])=[CH:26][CH:27]=4)[CH2:22][CH2:21]3)=[O:19])[CH2:10][CH2:9]2)=[CH:4][CH:3]=1.[H-].[Na+]>O1CCCC1.C(OCC)(=O)C>[ClH:29].[F:1][C:2]1[CH:7]=[CH:6][C:5]([CH:8]2[CH2:9][CH2:10][N:11]([CH:14]([CH3:38])[CH2:15][CH2:16][N:17]3[C:18](=[O:19])[C:20]4([C:28]5[C:23](=[CH:24][C:25]([Cl:29])=[CH:26][CH:27]=5)[CH2:22][CH2:21]4)[NH:30][C:31]3=[O:33])[CH2:12][CH2:13]2)=[CH:4][CH:3]=1 |f:1.2,5.6|. Reported procedure: To a solution of (+/−)N-{3-[4-(4-fluorophenyl)piperidin-1-yl]butyl}-1-tert-butoxycarbonylamino-5-chloro-indane-1-carboxamide (170 mg, 0.31 mmol) in tetrahydrofuran (4 mL) was added 60% sodium hydride/mineral oil (30 mg, 0.7 mmol) and the reaction mixture was warmed at 50° C. for one hour. The cooled reaction was diluted with ethyl acetate, washed with aqueous sat'd sodium bicarbonate, dried (anhyd. sodium sulfate), filtered, and the solvent concentrated under vacuum. The residue was triturated w... Reaction SMILES: ClC(Cl)C.[CH3:5][O:6][C:7]1[CH:44]=[CH:43][C:10]([CH2:11][N:12]([CH2:34][C:35]2[CH:40]=[CH:39][C:38]([O:41][CH3:42])=[CH:37][CH:36]=2)[C:13]2[N:18]=[CH:17][C:16]([C:19]3[C:20]4[CH2:33][CH2:32][NH:31][C:21]=4[N:22]=[C:23]([N:25]4[CH2:30][CH2:29][O:28][CH2:27][CH2:26]4)[N:24]=3)=[CH:15][N:14]=2)=[CH:9][CH:8]=1.[CH2:45]([O:47][C:48](=[O:53])[CH2:49][N:50]=[C:51]=[O:52])[CH3:46].[Cl-].[NH4+]>C(N(CC)CC)C>[CH2:45]([O:47][C:48](=[O:53])[CH2:49][NH:50][C:51]([N:31]1[C:21]2[N:22]=[C:23]([N:25]3[CH2:30][CH2:29][O:28][CH2:27][CH2:26]3)[N:24]=[C:19]([C:16]3[CH:15]=[N:14][C:13]([N:12]([CH2:11][C:10]4[CH:9]=[CH:8][C:7]([O:6][CH3:5])=[CH:44][CH:43]=4)[CH2:34][C:35]4[CH:36]=[CH:37][C:38]([O:41][CH3:42])=[CH:39][CH:40]=4)=[N:18][CH:17]=3)[C:20]=2[CH2:33][CH2:32]1)=[O:52])[CH3:46] |f:3.4|. The reactants are ClC(C)Cl (dichloroethane), COC1=CC=C(CN(C2=NC=C(C=N2)C=2C3=C(N=C(N2)N2CCOCC2)NCC3)CC3=CC=C(C=C3)OC)C=C1 (bis-(4-methoxy-benzyl)-[5-(2-morpholin-4-yl-6,7-dihydro-5H-pyrrolo[2,3-d]pyrimidin-4-yl)-pyrimidin-2-yl]-amine), C(C)OC(CN=C=O)=O (isocyanato-acetic acid ethyl ester), [Cl-].[NH4+] (ammonium chloride). The product is crude product, C(C)OC(CNC(=O)N1CCC2=C1N=C(N=C2C=2C=NC(=NC2)N(CC2=CC=C(C=C2)OC)CC2=CC=C(C=C2)OC)N2CCOCC2)=O ([(4-{2-[bis-(4-methoxy-benzyl)-amino]-pyrimidin-5-yl}-2-morpholin-4-yl-5,6-dihydro-pyrrolo[2,3-d]pyrimidine-7-carbonyl)-amino]-acetic acid ethyl ester). Run in C(C)N(CC)CC (triethylamine). Procedure: To a dichloroethane solution (2 ml) of bis-(4-methoxy-benzyl)-[5-(2-morpholin-4-yl-6,7-dihydro-5H-pyrrolo[2,3-d]pyrimidin-4-yl)-pyrimidin-2-yl]-amine (100 mg), triethylamine (260 μl) and isocyanato-acetic acid ethyl ester (208 μl) were added, followed by refluxing for 3 hours. After this was cooled to room temperature, saturated aqueous ammonium chloride solution was added, and passed through Whatman tube. The resulting organic layer was concentrated under reduced pressure, followed by purificat... Reactants: C(#N)C1=CC=NO1 (5-cyanoisoxazole), NC=1SC(=CC1C(=O)OCC)CC (2-amino-5-ethyl-3-ethoxycarbonyl-thiophene), O=P(Cl)(Cl)Cl (POCl3). Yields the product ClC=1C2=C(N=C(N1)C1=CC=NO1)SC(=C2)CC (4-chloro-2-(isoxazol-5-yl)-6-ethyl-thieno-[2,3-d]-pyrimidine). As a reaction SMILES: [C:1]([C:3]1[O:7][N:6]=[CH:5][CH:4]=1)#[N:2].[NH2:8][C:9]1[S:10][C:11]([CH2:19][CH3:20])=[CH:12][C:13]=1[C:14](OCC)=O.O=P(Cl)(Cl)[Cl:23]>>[Cl:23][C:14]1[C:13]2[CH:12]=[C:11]([CH2:19][CH3:20])[S:10][C:9]=2[N:8]=[C:1]([C:3]2[O:7][N:6]=[CH:5][CH:4]=2)[N:2]=1. Procedure: With the procedure of Example 477, the reaction of 5-cyanoisoxazole and 2-amino-5-ethyl-3-ethoxycarbonyl-thiophene, and the subsequent reaction with POCl3 yields 4-chloro-2-(isoxazol-5-yl)-6-ethyl-thieno-[2,3-d]-pyrimidine Starting materials: C(OC(Cl)(Cl)Cl)(OC(Cl)(Cl)Cl)=O (bis(trichloromethyl) carbonate), CN1C[C@H](CC1)N ((3S)-1-methyl-3-pyrrolidinamine), COC=1C=CC=C2CCCC(C12)NC1=NC2=CC=C(C=C2C=C1)N (rac-N2-(8-methoxy-1,2,3,4-tetrahydro-naphthalen-1-yl)-quinoline-2,6-diamine). Yields the product COC=1C=CC=C2CCCC(C12)NC1=NC2=CC=C(C=C2C=C1)NC(=O)N[C@@H]1CN(CC1)C (1-[2-(8-Methoxy-1,2,3,4-tetrahydro-naphthalen-1-ylamino)-quinolin-6-yl]-3-((S)-1-methyl-pyrrolidin-3-yl)-urea). As a reaction SMILES: [C:1](=O)(OC(Cl)(Cl)Cl)[O:2]C(Cl)(Cl)Cl.[CH3:13][N:14]1[CH2:18][CH2:17][C@H:16]([NH2:19])[CH2:15]1.[CH3:20][O:21][C:22]1[CH:23]=[CH:24][CH:25]=[C:26]2[C:31]=1[CH:30]([NH:32][C:33]1[CH:42]=[CH:41][C:40]3[C:35](=[CH:36][CH:37]=[C:38]([NH2:43])[CH:39]=3)[N:34]=1)[CH2:29][CH2:28][CH2:27]2>>[CH3:20][O:21][C:22]1[CH:23]=[CH:24][CH:25]=[C:26]2[C:31]=1[CH:30]([NH:32][C:33]1[CH:42]=[CH:41][C:40]3[C:35](=[CH:36][CH:37]=[C:38]([NH:43][C:1]([NH:19][C@H:16]4[CH2:17][CH2:18][N:14]([CH3:13])[CH2:15]4)=[O:2])[CH:39]=3)[N:34]=1)[CH2:29][CH2:28][CH2:27]2. Reported procedure: The title compound was prepared in accordance with the general method 4 described in example 16 from bis(trichloromethyl) carbonate, (3S)-1-methyl-3-pyrrolidinamine (CAS no. 214357-95-6) and rac-N2-(8-methoxy-1,2,3,4-tetrahydro-naphthalen-1-yl)-quinoline-2,6-diamine; MS: m/e=446.2 (M+H+). The reactants are CON=CC1=CC=C(C=C1)F (4-fluorobenzaldehyde O-methyloxime), C(#N)[BH3-].[Na+] (sodium cyanoborohydride). Solvent: C(C)(=O)O (acetic acid). Run at temperature 25 celsius, time 18 hour. Product: FC1=CC=C(CNOC)C=C1 (N-(4-Fluoro-benzyl)-O-methyl-hydroxylamine). Yield: 74.7%. RXN SMILES: [CH3:1][O:2][N:3]=[CH:4][C:5]1[CH:10]=[CH:9][C:8]([F:11])=[CH:7][CH:6]=1.C([BH3-])#N.[Na+]>C(O)(=O)C>[F:11][C:8]1[CH:7]=[CH:6][C:5]([CH2:4][NH:3][O:2][CH3:1])=[CH:10][CH:9]=1 |f:1.2|. Reported procedure: In an alternative procedure a solution of 4-fluorobenzaldehyde O-methyloxime (0.82 g, 5.35 mmol) in acetic acid ( 8 ml ) was treated at 10° C. with sodium cyanoborohydride (0.67 g, 10.7 mmol) added in small portions over 10 min and the resulting solution was stirred at 25° C. for 18 h. The solvent was evaporated under reduced pressure (co-evaporation with toluene twice) and the residue was slurried with water and the pH was adjusted to 9 with 2 N aqueous sodium hydroxide. The aqueous phase was e...